This data is from the Open Reaction Database (ORD), a public repository of structured organic reaction records. The task is: describe an organic reaction: reactants, conditions, products, and yield Starting materials: COC(C1=CC=C(C=C1)NC(=O)C1=CC=C2C(=NN(C2=C1)C1CCCC1)CC)=O (4-[(1-cyclopentyl-3-ethyl-1H-indazole-6-carbonyl)-amino]-benzoic acid methyl ester), [OH-].[Na+] (NaOH). The solvent is CO (methanol). Product: C1(CCCC1)N1N=C(C2=CC=C(C=C12)C(=O)NC1=CC=C(C(=O)O)C=C1)CC (4-[(1-Cyclopentyl-3-ethyl-1H-indazole-6-carbonyl)-amino]-benzoic acid). Isolated yield 81.3%. Reaction SMILES: C[O:2][C:3](=[O:29])[C:4]1[CH:9]=[CH:8][C:7]([NH:10][C:11]([C:13]2[CH:21]=[C:20]3[C:16]([C:17]([CH2:27][CH3:28])=[N:18][N:19]3[CH:22]3[CH2:26][CH2:25][CH2:24][CH2:23]3)=[CH:15][CH:14]=2)=[O:12])=[CH:6][CH:5]=1.[OH-].[Na+]>CO>[CH:22]1([N:19]2[C:20]3[C:16](=[CH:15][CH:14]=[C:13]([C:11]([NH:10][C:7]4[CH:6]=[CH:5][C:4]([C:3]([OH:29])=[O:2])=[CH:9][CH:8]=4)=[O:12])[CH:21]=3)[C:17]([CH2:27][CH3:28])=[N:18]2)[CH2:23][CH2:24][CH2:25][CH2:26]1 |f:1.2|. Procedure: A mixture of 380 mg (0.971 mmol, 1.0 equiv) 4-[(1-cyclopentyl-3-ethyl-1H-indazole-6-carbonyl)-amino]-benzoic acid methyl ester, 4 mL 1N NaOH and 20 mL methanol was heated to reflux for 40 minutes. After cooling to room temperature, the reaction mixture was concentrated on a rotary evaporator, and the residue diluted with 150 mL H2O, acidified to pH=1, and extracted 2×50 mL ethyl acetate. The organic extracts were combined, washed 1×25 mL each H2O, brine, and dried over Na2SO4. Filtration, concen... Run in ice water. RXN SMILES: [NH:1]1[C:10](=[O:11])[C:9]2[NH:8][CH:7]=[N:6][C:5]=2[N:4]=[C:2]1[NH2:3].[CH3:12][N:13]([CH3:16])[CH:14]=O.P(Cl)(Cl)(Cl)=O.C(=O)([O-])O.[Na+]>>[CH3:12][N:13]([CH:16]=[N:3][C:2]1[NH:1][C:10](=[O:11])[C:9]2[NH:8][CH:7]=[N:6][C:5]=2[N:4]=1)[CH3:14] |f:3.4|. Starting materials: P(=O)(Cl)(Cl)Cl (phosphorus oxychloride), N1C(N)=NC=2N=CNC2C1=O (guanine), CN(C=O)C (N,N-dimethylformamide), C(O)([O-])=O.[Na+] (sodium hydrogen carbonate). Reported procedure: 15.1 g (0.1 mol) of guanine (manufactured by Sumika Fine Chemicals Co., Ltd.) was added to 175.4 g (2.4 mol) of N,N-dimethylformamide, and then 23.0 g (0.15 mol) of phosphorus oxychloride was added drop by drop, followed by stirring at 30° C. for 1 hour. The reaction mixture was added to 500 ml of ice water, and then neutralized with 75.6 g (0.9 mol) of sodium hydrogen carbonate. The precipitating crystal was collected by filtration and washed with 50 ml of water to yield 14.6 g (0.07 mol) of a ... Conditions: temperature 30 celsius, time 1 hour. Yield: 71.0%. Product: white crystal, CN(C)C=NC=1NC(C=2NC=NC2N1)=O (N-dimethylaminomethyleneguanine). Reactants: [C-]#N.[Na+] (sodium cyanide), C(C)(=O)O (acetic acid), COC1=C(C=C(C(=C1)OC)C=O)C(CC(=O)O)CCCCC (3-(2,4-dimethoxy-5-formylphenyl)octanoic acid), Cl (hydrochloric acid). Reagents/catalysts: [O-2].[O-2].[Mn+4] (manganese dioxide). The solvent is CO (methanol), C(C)(=O)OCC.CCCCCC (ethyl acetate hexane), C(C)(=O)OCC (ethyl acetate), CO (methanol). Conditions: time 4 hour. The product is COC1=C(C=C(C(=C1)OC)C(=O)OC)C(CC(=O)O)CCCCC (3-(2,4-Dimethoxy-5-methoxycarbonylphenyl)octanoic acid). The yield is 88.1%. As a reaction SMILES: [C-]#N.[Na+].[C:4](O)(=[O:6])C.[CH3:8][O:9][C:10]1[CH:15]=[C:14]([O:16][CH3:17])[C:13]([CH:18]=[O:19])=[CH:12][C:11]=1[CH:20]([CH2:25][CH2:26][CH2:27][CH2:28][CH3:29])[CH2:21][C:22]([OH:24])=[O:23].Cl>CO.[O-2].[O-2].[Mn+4].C(OCC)(=O)C.CCCCCC.C(OCC)(=O)C>[CH3:8][O:9][C:10]1[CH:15]=[C:14]([O:16][CH3:17])[C:13]([C:18]([O:6][CH3:4])=[O:19])=[CH:12][C:11]=1[CH:20]([CH2:25][CH2:26][CH2:27][CH2:28][CH3:29])[CH2:21][C:22]([OH:24])=[O:23] |f:0.1,6.7.8,9.10|. Reported procedure: 2.66 g (54.3 mmol) of sodium cyanide, 37.78 g (434.4 mmol) of manganese dioxide and 979 mg (16.3 mmol) of acetic acid were added to a solution of 3.35 g (10.9 mmol) of 3-(2,4-dimethoxy-5-formylphenyl)octanoic acid (prepared as described in Preparation 32) in 70 ml of methanol, and the resulting mixture was stirred for 4 hours. At the end of this time, the reaction mixture was acidified with 1N aqueous hydrochloric acid and filtered using a Celite (trade mark) filter aid. The filtrate was then co... Reactants: [Al+3], ClCCl, COC(=O)CCCCCCc1ncc(-c2cc(Cl)ccc2OC(C)C)s1, [Cl-], [Cl-], [Cl-]. Product: COC(=O)CCCCCCc1ncc(-c2cc(Cl)ccc2O)s1. RXN SMILES: [Al+3:2].[CH2:31]([Cl:32])[Cl:33].[CH3:5][O:6][C:7]([CH2:8][CH2:9][CH2:10][CH2:11][CH2:12][CH2:13][c:14]1[s:15][c:16](-[c:19]2[c:20]([O:26][CH:27]([CH3:28])[CH3:29])[cH:21][cH:22][c:23]([Cl:25])[cH:24]2)[cH:17][n:18]1)=[O:30].[Cl-:1].[Cl-:3].[Cl-:4]>>[CH3:5][O:6][C:7]([CH2:8][CH2:9][CH2:10][CH2:11][CH2:12][CH2:13][c:14]1[s:15][c:16](-[c:19]2[c:20]([OH:26])[cH:21][cH:22][c:23]([Cl:25])[cH:24]2)[cH:17][n:18]1)=[O:30]. Reactants: solution, C(C)OC(=O)C=1N=C(SC1)[C@@H](C[C@H](C(C)C)NC)O ((+)-(1R,3R)-2-(1-Hydroxy-4-methyl-3-methylamino-pentyl)-thiazole-4-carboxylic acid ethyl ester), ON1N=NC2=C1C=CC=C2 (1-hydroxybenzotriazole), N([C@@H]([C@@H](C)CC)C(=O)O)C(=O)OC(C)(C)C (Boc-Ile-OH). The solvent is C(Cl)Cl (CH2Cl2). Reaction conditions: time 14 hour. Yields the product C(C)OC(=O)C=1N=C(SC1)[C@@H](C[C@H](C(C)C)NC)OC([C@H]([C@H](CC)C)NC(=O)OC(C)(C)C)=O (2-{(1R,3R)-1-[(2S,3S)-2-tert-Butoxycarbonylamino-3-methyl-pentanoyloxy]-4-methyl-3-methylamino-pentyl}-thiazole-4-carboxylic acid ethyl ester). Reaction SMILES: [CH2:1]([O:3][C:4]([C:6]1[N:7]=[C:8]([C@H:11]([OH:19])[CH2:12][C@@H:13]([NH:17][CH3:18])[CH:14]([CH3:16])[CH3:15])[S:9][CH:10]=1)=[O:5])[CH3:2].ON1C2C=CC=CC=2N=N1.[NH:30]([C:39]([O:41][C:42]([CH3:45])([CH3:44])[CH3:43])=[O:40])[C@H:31]([C:36](O)=[O:37])[C@H:32]([CH2:34][CH3:35])[CH3:33]>C(Cl)Cl>[CH2:1]([O:3][C:4]([C:6]1[N:7]=[C:8]([C@H:11]([O:19][C:36](=[O:37])[C@@H:31]([NH:30][C:39]([O:41][C:42]([CH3:43])([CH3:45])[CH3:44])=[O:40])[C@@H:32]([CH3:33])[CH2:34][CH3:35])[CH2:12][C@@H:13]([NH:17][CH3:18])[CH:14]([CH3:16])[CH3:15])[S:9][CH:10]=1)=[O:5])[CH3:2]. Reported procedure: A 0.1 M solution of N-methyl tubuvaline ethyl ester 35 (0.305 g, 1.06 mmol), 1-hydroxybenzotriazole (HOBt) (0.146 g, 1.08 mmol), and Boc-Ile-OH (0.267 g, 1.11 mmol) in CH2Cl2 (10.6 mL) was cooled in a salted ice-water bath. PS-CCD (1.38 mmol/g, 0.920 g, 1.27 mmol) was added with stirring, and the bath was warmed to rt. Stirring was continued for 14 h, the solution was filtered, and the resin was washed with CH2Cl2. The filtrate was then concentrated, diluted with EtOAc, and washed once with sat....